This data is from the Open Reaction Database (ORD), a public repository of structured organic reaction records. The task is: describe an organic reaction: reactants, conditions, products, and yield Starting materials: ClC1=CC=C(C=N1)CC#N (6-chloro-pyridine-3-acetonitrile), BrCCCl (1-bromo-2-chloro-ethane), [H-].[Na+] (sodium hydride), [Cl-].[Na+] (sodium chloride). Solvent: O1CCCC1 (tetrahydrofuran), O1CCCC1 (tetrahydrofuran), O1CCCC1 (tetrahydrofuran). The product is ClC1=CC=C(C=N1)C1(CC1)C#N (1-(6-Chloro-pyrid-3-yl)-cyclopropane-1-carbonitrile). RXN SMILES: [H-].[Na+].[Cl:3][C:4]1[N:9]=[CH:8][C:7]([CH2:10][C:11]#[N:12])=[CH:6][CH:5]=1.Br[CH2:14][CH2:15]Cl.[Cl-].[Na+]>O1CCCC1>[Cl:3][C:4]1[N:9]=[CH:8][C:7]([C:10]2([C:11]#[N:12])[CH2:15][CH2:14]2)=[CH:6][CH:5]=1 |f:0.1,4.5|. Reported procedure: 6.5 g (0.217 mol) of 80% strength sodium hydride in white oil are suspended in 170 ml of tetrahydrofuran and a solution of 15.3 g (0.1 mol) of 6-chloro-pyridine-3-acetonitrile in 60 ml of tetrahydrofuran is added dropwise. The mixture is stirred until completion of gas evolution, cooled and a solution of 14.3 g (0.1 mol) of 1-bromo-2-chloro-ethane in 15 ml of tetrahydrofuran are added dropwise at 5°-20° C. The mixture is stirred for 2 hours at room temperature, poured into concentrated sodium ch...